Dataset: the Open Reaction Database (ORD), a public repository of structured organic reaction records. Task: describe an organic reaction: reactants, conditions, products, and yield Reactants: CC(C(CC(=O)OCC)CC1=CC(=CC=C1)OC)C (Ethyl 4-methyl-3-{[3-(methyloxy)phenyl]methyl}pentanoate), [OH-].[Na+] (NaOH). Solvent: C1CCOC1 (THF), CCO (EtOH). Run at temperature 60 celsius. Yields the product CC(C(CC(=O)O)CC1=CC(=CC=C1)OC)C (4-Methyl-3-{[3-(methyloxy)phenyl]methyl}pentanoic acid). The yield is 100.1%. As a reaction SMILES: [CH3:1][CH:2]([CH3:19])[CH:3]([CH2:10][C:11]1[CH:16]=[CH:15][CH:14]=[C:13]([O:17][CH3:18])[CH:12]=1)[CH2:4][C:5]([O:7]CC)=[O:6].[OH-].[Na+]>C1COCC1.CCO>[CH3:1][CH:2]([CH3:19])[CH:3]([CH2:10][C:11]1[CH:16]=[CH:15][CH:14]=[C:13]([O:17][CH3:18])[CH:12]=1)[CH2:4][C:5]([OH:7])=[O:6] |f:1.2|. Procedure: Ethyl 4-methyl-3-{[3-(methyloxy)phenyl]methyl}pentanoate (66) (1.72 g, 6.51 mmol) was dissolved in THF (30 mL) and EtOH (30 mL). To this solution was added 1 N NaOH (35 mL). The reaction mixture was heated at 60° C. for 1.5 h. Cooled, the mixture was extracted with EtOAc. The combined extract was washed with brine, dried over Na2SO4, filtered, and the filtrate was concentrated to give 1.54 g (100%) of the crude product 67 as a yellow oil. The crude product was used without further purification. ... The reactants are C(C1=CC=CC=C1)C1(CCC2(OCCO2)CC1)C#C[Si](C)(C)C (((8-Benzyl-1,4-dioxaspiro[4,5]decan-8-yl)ethynyl)trimethylsilane), Cl (hydrochloric acid). Solvent: CC(=O)C (acetone), [Cl-].[Na+].O (brine). Run at time 5 hour. Yields the product C(C1=CC=CC=C1)C1(CCC(CC1)=O)C#C[Si](C)(C)C (4-Benzyl-4-((trimethylsilyl)ethynyl)cyclohexanone). The yield is 92.6%. As a reaction SMILES: [CH2:1]([C:8]1([C:18]#[C:19][Si:20]([CH3:23])([CH3:22])[CH3:21])[CH2:17][CH2:16][C:11]2(OCC[O:12]2)[CH2:10][CH2:9]1)[C:2]1[CH:7]=[CH:6][CH:5]=[CH:4][CH:3]=1.Cl>CC(C)=O.[Cl-].[Na+].O>[CH2:1]([C:8]1([C:18]#[C:19][Si:20]([CH3:22])([CH3:21])[CH3:23])[CH2:17][CH2:16][C:11](=[O:12])[CH2:10][CH2:9]1)[C:2]1[CH:7]=[CH:6][CH:5]=[CH:4][CH:3]=1 |f:3.4.5|. Procedure: A sample of 29 (243.1 mg, 0.74 mmol) was dissolved in acetone (2.89 mL) to give a translucent, yellow solution. To the solution was added a solution of 10% aqueous hydrochloric acid solution (1.15 mL) and the reaction mixture was stirred at room temperature for 5 hours. The mixture was then diluted with brine (25 mL) and the aqueous layer was extracted with methylene chloride/ethyl ether (1:2, 3×20 mL). The organic layers were combined and washed with saturated aqueous sodium bicarbonate solutio... The reactants are BrC=1C(=NN(C1C(F)(F)F)C)C=1C(=CC(=C(C(=O)O)C1)Cl)F (5-[4-bromo-1-methyl-5-(trifluoromethyl)-1H-pyrazol-3-yl]-2-chloro-4-fluorobenzoic acid), acid chloride, S(=O)(Cl)Cl (thionyl chloride), C(C)(C)O (isopropanol), N1=CC=CC=C1 (pyridine). The solvent is CN(C=O)C (dimethylformamide), C1(=CC=CC=C1)C (toluene). Conditions: temperature 45 celsius. Yields the product BrC=1C(=NN(C1C(F)(F)F)C)C=1C(=CC(=C(C(=O)OC(C)C)C1)Cl)F (1-Methylethyl 5-[4-bromo-1-methyl-5-(trifluoromethyl)-1H-pyrazol-3-yl]-2-chloro-4-fluorobenzoate). As a reaction SMILES: [Br:1][C:2]1[C:3]([C:12]2[C:13]([F:22])=[CH:14][C:15]([Cl:21])=[C:16]([CH:20]=2)[C:17]([OH:19])=[O:18])=[N:4][N:5]([CH3:11])[C:6]=1[C:7]([F:10])([F:9])[F:8].S(Cl)(Cl)=O.[CH:27](O)([CH3:29])[CH3:28].N1C=CC=CC=1>C1(C)C=CC=CC=1.CN(C)C=O>[Br:1][C:2]1[C:3]([C:12]2[C:13]([F:22])=[CH:14][C:15]([Cl:21])=[C:16]([CH:20]=2)[C:17]([O:19][CH:27]([CH3:29])[CH3:28])=[O:18])=[N:4][N:5]([CH3:11])[C:6]=1[C:7]([F:8])([F:9])[F:10]. Procedure: A solution of 100 g (0.25 mol) 5-[4-bromo-1-methyl-5-(trifluoromethyl)-1H-pyrazol-3-yl]-2-chloro-4-fluorobenzoic acid (Compound No. 3) in 580 mL of toluene was prepared and treated with 1 g of dimethylformamide (DMF). The stirred mixture was heated to 45° C., treated with 30 g (0.252 mol) of thionyl chloride and subsequently heated to 60° C.-65° C. for one hour. After cooling to 40° C., a solution of 30 g (0.50 mol) of isopropanol and 27.6 g (0.35 mol) pyridine was added at once. The mixture was... The reactants are C12C=CC(C(C1)CCC(=O)O)CC2 (3-(bicyclo[2.2.2]oct-2-en-5-yl)propionic acid), CC1C2C=CC(C1C)CC2 (5,6-dimethylbicyclo[2.2.2]oct-2-ene), C12C=CC(C=C1)CC2 (bicyclo[2.2.2]octa-2,5-diene), C(C)(C)C1C2C=CC(C1C(C)C)CC2 (5,6-diisopropylbicyclo[2.2.2]oct-2-ene), C12C(CC(CC1)CC2)CC(=O)O (bicyclo[2.2.2]oct-2-ylacetic acid), C=C1C2(CCC(C1)CC2(CC)CC)CC (2-methylene-1,7,7-triethylbicyclo[2.2.2]octane), C(C)(C)C1C2CC(C(C1C(C)C)CC2)CC(=O)O (5,6-diisopropylbicyclo[2.2.2]oct-2-ylacetic acid), C12C(CC(C=C1)CC2)CC(=O)O (bicyclo[2.2.2]oct-5-en-2-ylacetic acid), C(C)C12C(CC(CC1)CC2(CC)CC)CCC(=O)O (3-(1,7,7-triethylbicyclo[2.2.2]oct-2-yl)propionic acid), C=C1C2C=CC(C1)CC2 (5-methylenebicyclo[2.2.2]oct-2-ene), CC1C2CC(C(C1C)CC2)CC(=O)O (5,6-dimethylbicyclo[2.2.2]oct-2-ylacetic acid), C12C=CC(CC1)CC2 (bicyclo[2.2.2]oct-2-ene). Yields the product CC1C(C2CCC1CC2)CCC(=O)O (3-(3-Methylbicyclo[2.2.2]oct-2-yl)propionic Acid). Reaction SMILES: [CH:1]12[CH2:13][CH2:12][CH:4]([CH:5]([CH2:7][CH2:8][C:9]([OH:11])=[O:10])[CH2:6]1)[CH:3]=[CH:2]2.[CH2:14]=C1CC2CCC1C=C2.CC1C(C)C2CCC1CC2CC(O)=O.CC1C(C)C2CCC1C=C2.C12CCC(CC1)CC2CC(O)=O.C12CCC(CC1)C=C2.C(C12C(CC)(CC)CC(CC1)CC2CCC(O)=O)C.C=C1CC2CC(CC)(CC)C1(CC)CC2.C12CCC(C=C1)CC2CC(O)=O.C12CCC(C=C1)C=C2.C(C1C(C(C)C)C2CCC1CC2CC(O)=O)(C)C.C(C1C(C(C)C)C2CCC1C=C2)(C)C>>[CH3:14][CH:6]1[CH:1]2[CH2:13][CH2:12][CH:4]([CH2:3][CH2:2]2)[CH:5]1[CH2:7][CH2:8][C:9]([OH:11])=[O:10]. Reported procedure: Similarly in an analogous manner 3-(bicyclo[2.2.2]oct-2-en-5-yl)propionic acid; is prepared from 5-methylenebicyclo[2.2.2]oct-2-ene; 5,6-dimethylbicyclo[2.2.2]oct-2-ylacetic acid from 5,6-dimethylbicyclo[2.2.2]oct-2-ene; bicyclo[2.2.2]oct-2-ylacetic acid from bicyclo[2.2.2]oct-2-ene; 3-(1,7,7-triethylbicyclo[2.2.2]oct-2-yl)propionic acid from 2-methylene-1,7,7-triethylbicyclo[2.2.2]octane; bicyclo[2.2.2]oct-5-en-2-ylacetic acid from bicyclo[2.2.2]octa-2,5-diene and 5,6-diisopropylbicyclo[2.2.2]o... The reactants are C1CCNC1, [Cl-], N#Cc1ccc(S(=O)(=O)O)c(Cl)c1, Cl, c1ccncc1. Yields the product N#Cc1ccc(S(=O)(=O)N2CCCC2)c(Cl)c1. Reaction SMILES: [CH2:15]1[CH2:16][CH2:17][NH:18][CH2:19]1.[Cl-:1].[Cl:2][c:3]1[c:4]([S:11](=[O:12])(=[O:13])[OH:14])[cH:5][cH:6][c:7]([C:9]#[N:10])[cH:8]1.[ClH:20].[cH:21]1[cH:22][cH:23][n:24][cH:25][cH:26]1>>[Cl:2][c:3]1[c:4]([S:11](=[O:13])(=[O:14])[N:18]2[CH2:17][CH2:16][CH2:15][CH2:19]2)[cH:5][cH:6][c:7]([C:9]#[N:10])[cH:8]1. Starting materials: COC(=O)c1cc(Br)oc1C, COc1ccc(B(O)O)cn1, COCCOC, [Na+], [Na+], O=C([O-])[O-], O, c1ccc(P(c2ccccc2)(c2ccccc2)[Pd](P(c2ccccc2)(c2ccccc2)c2ccccc2)(P(c2ccccc2)(c2ccccc2)c2ccccc2)P(c2ccccc2)(c2ccccc2)c2ccccc2)cc1. Yields the product COC(=O)c1cc(-c2ccc(OC)nc2)oc1C. RXN SMILES: [Br:1][c:2]1[cH:3][c:4]([C:8](=[O:9])[O:10][CH3:11])[c:5]([CH3:7])[o:6]1.[CH3:12][O:13][c:14]1[n:15][cH:16][c:17]([B:20]([OH:21])[OH:22])[cH:18][cH:19]1.[CH3:29][O:30][CH2:31][CH2:32][O:33][CH3:34].[Na+:23].[Na+:24].[O-:25][C:26](=[O:27])[O-:28].[OH2:112].[cH:35]1[cH:36][cH:37][c:38]([P:39]([Pd:40]([P:41]([c:42]2[cH:43][cH:44][cH:45][cH:46][cH:47]2)([c:48]2[cH:49][cH:50][cH:51][cH:52][cH:53]2)[c:54]2[cH:55][cH:56][cH:57][cH:58][cH:59]2)([P:60]([c:61]2[cH:62][cH:63][cH:64][cH:65][cH:66]2)([c:67]2[cH:68][cH:69][cH:70][cH:71][cH:72]2)[c:73]2[cH:74][cH:75][cH:76][cH:77][cH:78]2)[P:79]([c:80]2[cH:81][cH:82][cH:83][cH:84][cH:85]2)([c:86]2[cH:87][cH:88][cH:89][cH:90][cH:91]2)[c:92]2[cH:93][cH:94][cH:95][cH:96][cH:97]2)([c:98]2[cH:99][cH:100][cH:101][cH:102][cH:103]2)[c:104]2[cH:105][cH:106][cH:107][cH:108][cH:109]2)[cH:110][cH:111]1>>[c:2]1(-[c:17]2[cH:16][n:15][c:14]([O:13][CH3:12])[cH:19][cH:18]2)[cH:3][c:4]([C:8](=[O:9])[O:10][CH3:11])[c:5]([CH3:7])[o:6]1.